This data is from the Open Reaction Database (ORD), a public repository of structured organic reaction records. The task is: describe an organic reaction: reactants, conditions, products, and yield The reactants are [BH4-], Cc1cc(OC2CCN(C(=O)OCc3ccccc3)CC2)ccc1[N+](=O)[O-], CO, [Na+], Cl[Ni]Cl, O, O, O, O, O, O. Yields the product Cc1cc(OC2CCN(C(=O)OCc3ccccc3)CC2)ccc1N. RXN SMILES: [BH4-:28].[CH3:1][c:2]1[cH:3][c:4]([O:11][CH:12]2[CH2:13][CH2:14][N:15]([C:18](=[O:19])[O:20][CH2:21][c:22]3[cH:23][cH:24][cH:25][cH:26][cH:27]3)[CH2:16][CH2:17]2)[cH:5][cH:6][c:7]1[N+:8]([O-:9])=[O:10].[CH3:30][OH:31].[Na+:29].[Ni:38]([Cl:39])[Cl:40].[OH2:32].[OH2:33].[OH2:34].[OH2:35].[OH2:36].[OH2:37]>>[CH3:1][c:2]1[cH:3][c:4]([O:11][CH:12]2[CH2:13][CH2:14][N:15]([C:18](=[O:19])[O:20][CH2:21][c:22]3[cH:23][cH:24][cH:25][cH:26][cH:27]3)[CH2:16][CH2:17]2)[cH:5][cH:6][c:7]1[NH2:8]. Reaction SMILES: [Cl:1][C:2]1[CH:3]=[C:4]2[C:8](=[CH:9][CH:10]=1)[NH:7][C:6]([C:11]([NH:13][C@H:14]1[CH2:19][CH2:18][C@H:17]([C:20]([N:22]([CH3:24])[CH3:23])=[O:21])[CH2:16][C@H:15]1[NH:25][C:26]([C:28]1[N:29]=[CH:30][C:31]3[CH2:36][N:35]([C:37](OC(C)(C)C)=O)[CH2:34][C:32]=3[N:33]=1)=[O:27])=[O:12])=[CH:5]2.FC(F)(F)C(O)=O>C(Cl)Cl>[ClH:1].[Cl:1][C:2]1[CH:3]=[C:4]2[C:8](=[CH:9][CH:10]=1)[NH:7][C:6]([C:11]([NH:13][C@H:14]1[CH2:19][CH2:18][C@H:17]([C:20]([N:22]([CH3:24])[CH3:23])=[O:21])[CH2:16][C@H:15]1[NH:25][C:26]([C:28]1[N:29]=[CH:30][C:31]3[CH2:36][N:35]([CH3:37])[CH2:34][C:32]=3[N:33]=1)=[O:27])=[O:12])=[CH:5]2 |f:3.4|. The reactants are ClC=1C=C2C=C(NC2=CC1)C(=O)N[C@@H]1[C@@H](C[C@H](CC1)C(=O)N(C)C)NC(=O)C=1N=CC2=C(N1)CN(C2)C(=O)OC(C)(C)C (tert-Butyl 2-[({(1R,2S,5S)-2-{[(5-chloroindol-2-yl)carbonyl]amino}-5-[(dimethylamino)carbonyl]cyclohexyl}-amino)carbonyl]-5,7-dihydro-6H-pyrrolo[3,4-d]pyrimidine-6-carboxylate), FC(C(=O)O)(F)F (trifluoroacetic acid). Reaction conditions: time 2 hour. Yields the product Cl.ClC=1C=C2C=C(NC2=CC1)C(=O)N[C@@H]1[C@@H](C[C@H](CC1)C(=O)N(C)C)NC(=O)C=1N=CC2=C(N1)CN(C2)C (N-{(1R,2S,5S)-2-{[(5-Chloroindol-2-yl)carbonyl]amino}-5-[(dimethylamino)carbonyl]cyclohexyl}-6-methyl-6,7-dihydro-5H-pyrrolo[3,4-d]pyrimidine-2-carboxamide hydrochloride). Reported procedure: The compound (367 mg) obtained in Example 237 was dissolved in methylene chloride (10 ml), and trifluoroacetic acid (10 ml) was added to stir the mixture at room temperature for 2 hours. The reaction mixture was dried to solid under reduced pressure. The title compound was obtained from the thus-obtained crude product and formalin in a similar manner to the process described in Example 18. The solvent is C(Cl)Cl (methylene chloride).